From a dataset of the Open Reaction Database (ORD), a public repository of structured organic reaction records. describe an organic reaction: reactants, conditions, products, and yield The yield is 71.1%. Procedure: A mixture of 113h (2 g, 9.05 mmol), 2,6-dibromo-4-fluorobenzyl acetate (101j)(8.8 g, 27.15 mmol), XantPhos (524 mg, 0.9 mmol), Pd2(dba)3 (828 mg, 0.9 mmol) and Cs2CO3 (5.9 g, 18 mmol) in dioxane (200 mL) was heated at 100° C. for 15 h under nitrogen. The reaction mixture was filtered and the filtrated was evaporated in vacuo. The residue was purified by silical-gel column eluting with 1:1 ethyl acetate/petroleum ether to give 113i as a yellow solid (3 g, 71%). MS: (M+H)+ 466. Reactants: CC1(CC2=C(C3=C(C(NCC3)=O)S2)C1)C (6,6-Dimethyl-3,4,6,7-tetrahydro-5H-cyclopenta[4,5]thieno[2,3-c]pyridine-1(2H)-one), C(C)(=O)OCC1=C(C=C(C=C1Br)F)Br (2,6-Dibromo-4-fluorobenzyl Acetate), CC1(C2=C(C(=CC=C2)P(C3=CC=CC=C3)C4=CC=CC=C4)OC5=C(C=CC=C51)P(C6=CC=CC=C6)C7=CC=CC=C7)C (XantPhos), C(=O)([O-])[O-].[Cs+].[Cs+] (Cs2CO3). The reagents and catalysts are C=1C=CC(=CC1)/C=C/C(=O)/C=C/C2=CC=CC=C2.C=1C=CC(=CC1)/C=C/C(=O)/C=C/C2=CC=CC=C2.C=1C=CC(=CC1)/C=C/C(=O)/C=C/C2=CC=CC=C2.[Pd].[Pd] (Pd2(dba)3). Solvent: O1CCOCC1 (dioxane). As a reaction SMILES: [CH3:1][C:2]1([CH3:15])[CH2:14][C:5]2[C:6]3[CH2:11][CH2:10][NH:9][C:8](=[O:12])[C:7]=3[S:13][C:4]=2[CH2:3]1.[C:16]([O:19][CH2:20][C:21]1[C:26]([Br:27])=[CH:25][C:24]([F:28])=[CH:23][C:22]=1Br)(=[O:18])[CH3:17].CC1(C)C2C(=C(P(C3C=CC=CC=3)C3C=CC=CC=3)C=CC=2)OC2C(P(C3C=CC=CC=3)C3C=CC=CC=3)=CC=CC1=2.C([O-])([O-])=O.[Cs+].[Cs+]>O1CCOCC1.C1C=CC(/C=C/C(/C=C/C2C=CC=CC=2)=O)=CC=1.C1C=CC(/C=C/C(/C=C/C2C=CC=CC=2)=O)=CC=1.C1C=CC(/C=C/C(/C=C/C2C=CC=CC=2)=O)=CC=1.[Pd].[Pd]>[C:16]([O:19][CH2:20][C:21]1[C:22]([N:9]2[CH2:10][CH2:11][C:6]3[C:5]4[CH2:14][C:2]([CH3:15])([CH3:1])[CH2:3][C:4]=4[S:13][C:7]=3[C:8]2=[O:12])=[CH:23][C:24]([F:28])=[CH:25][C:26]=1[Br:27])(=[O:18])[CH3:17] |f:3.4.5,7.8.9.10.11|. Yields the product C(C)(=O)OCC1=C(C=C(C=C1N1C(C=2SC=3CC(CC3C2CC1)(C)C)=O)F)Br ((2-Bromo-6-{4,4-dimethyl-9-oxo-7-thia-10-azatricyclo[6.4.0.02,6]dodeca-1(8),2(6)-dien-10-yl}-4-fluorophenyl)methyl Acetate). Reaction conditions: temperature 100 celsius. Starting materials: Cl, CCOC(=O)CC(c1ccccc1)n1cnc2cc(NC(=O)c3cccc([N+](=O)[O-])c3)ccc21. The product is O=C(O)CC(c1ccccc1)n1cnc2cc(NC(=O)c3cccc([N+](=O)[O-])c3)ccc21. Reaction SMILES: [ClH:35].[N+:1](=[O:2])([O-:3])[c:4]1[cH:5][c:6]([C:7](=[O:8])[NH:9][c:10]2[cH:11][c:12]3[c:13]([n:14]([CH:17]([CH2:18][C:19](=[O:20])[O:21][CH2:22][CH3:23])[c:24]4[cH:25][cH:26][cH:27][cH:28][cH:29]4)[cH:15][n:16]3)[cH:30][cH:31]2)[cH:32][cH:33][cH:34]1>>[N+:1](=[O:2])([O-:3])[c:4]1[cH:5][c:6]([C:7](=[O:8])[NH:9][c:10]2[cH:11][c:12]3[c:13]([n:14]([CH:17]([CH2:18][C:19](=[O:20])[OH:21])[c:24]4[cH:25][cH:26][cH:27][cH:28][cH:29]4)[cH:15][n:16]3)[cH:30][cH:31]2)[cH:32][cH:33][cH:34]1. Reactants: B(Cl)(Cl)Cl (BCl3), compound 2, C[Si](C)(C)C=1C(C2=CC=CC=C2C1)[Si](C)(C)C (Bis-(trimethylsilyl)-indene), C(=O)=O (dry ice). Run at temperature -30 celsius, time 3 hour. Product: C[Si](C)(C)C=1C(C2=CC=CC=C2C1)B(Cl)Cl (Trimethylsilyl-dichloroboranyl-indene). Reaction SMILES: [CH3:1][Si:2]([C:5]1[CH:6]([Si](C)(C)C)[C:7]2[C:12]([CH:13]=1)=[CH:11][CH:10]=[CH:9][CH:8]=2)([CH3:4])[CH3:3].C(=O)=O.[B:21](Cl)([Cl:23])[Cl:22]>>[CH3:1][Si:2]([C:5]1[CH:6]([B:21]([Cl:23])[Cl:22])[C:7]2[C:12]([CH:13]=1)=[CH:11][CH:10]=[CH:9][CH:8]=2)([CH3:4])[CH3:3]. Procedure details: In a manner similar to the preparation of compound 2, 12.3 g (0.047 mol) of compound 13 were introduced into a round-bottomed flask which was cooled to −30° C. and had a reflux condenser cooled with dry ice. 5.6 g (0.046 mol) of BCl3 were added to this. When the addition was complete, the cooling bath was removed and the reaction mixture warmed to room temperature and was stirred for 3 hours. The temperature was then raised to 55° C. for 6 hours. After cooling and removal of the volatile content... Reaction SMILES: [Br:17][CH2:18][CH2:19][CH2:20][OH:21].[CH3:14][CH2:15][OH:16].[Na+:23].[OH-:22].[OH2:24].[OH:1][c:2]1[cH:3][cH:4][c:5](-[c:8]2[cH:9][cH:10][cH:11][cH:12][cH:13]2)[cH:6][cH:7]1>>[O:1]([c:2]1[cH:3][cH:4][c:5](-[c:8]2[cH:9][cH:10][cH:11][cH:12][cH:13]2)[cH:6][cH:7]1)[CH2:18][CH2:19][CH2:20][OH:21]. The product is OCCCOc1ccc(-c2ccccc2)cc1. The reactants are OCCCBr, CCO, [Na+], [OH-], O, Oc1ccc(-c2ccccc2)cc1. The reactants are ClC1=CC=C(C=C1)C1=NC=2C(=NC=CC2)N1CC(=O)O (2-(4-chlorophenyl)-3H-imidazo[4,5-b]pyridine-3-acetic acid), C(=O)(N1C=NC=C1)N1C=NC=C1 (1,1'-carbonyldiimidazole), CN(CCN)C (N,N-dimethylethylenediamine). Solvent: C(Cl)Cl (methylene chloride), C(Cl)Cl (methylene chloride). Run at time 8 hour. Product: ClC1=CC=C(C=C1)C1=NC=2C(=NC=CC2)N1CC(=O)NCCN(C)C (2-(4-Chlorophenyl)-N-[2-(dimethylamino)ethyl]-3H-imidazo[4,5-b]pyridine-3-acetamide). RXN SMILES: [Cl:1][C:2]1[CH:7]=[CH:6][C:5]([C:8]2[N:16]([CH2:17][C:18]([OH:20])=O)[C:11]3=[N:12][CH:13]=[CH:14][CH:15]=[C:10]3[N:9]=2)=[CH:4][CH:3]=1.[C:21](N1C=CN=C1)([N:23]1[CH:27]=[CH:26][N:25]=[CH:24]1)=O.CN(C)CCN>C(Cl)Cl>[Cl:1][C:2]1[CH:3]=[CH:4][C:5]([C:8]2[N:16]([CH2:17][C:18]([NH:25][CH2:26][CH2:27][N:23]([CH3:24])[CH3:21])=[O:20])[C:11]3=[N:12][CH:13]=[CH:14][CH:15]=[C:10]3[N:9]=2)=[CH:6][CH:7]=1. Procedure: A stream of nitrogen was bubbled through a stirred suspension of 2-(4-chlorophenyl)-3H-imidazo[4,5-b]pyridine-3-acetic acid (4.50 g, 0.0157 mole), 1,1'-carbonyldiimidazole (2.54 g, 0.0157 mole) and anhydrous methylene chloride (100 ml) for 2 hrs at room temperature. A solution of N,N-dimethylethylenediamine (1.50 g, 0.0170 mole) in 10 ml of methylene chloride was added dropwise and the reaction mixture was stirred overnight at room temperature. The methylene chloride was washed with water (2×30 ... Reactants: C1(=CC=CC=C1)NCC(=O)O (N-phenyl glycine), C1(=CC=CC=C1)N=C=S (phenylisothiocyanate). Conditions: temperature 150 celsius. Yields the product C1(=CC=CC=C1)N1C(=S)N(C(=O)C1)C1=CC=CC=C1 (1-phenyl-3-phenyl-2-thiohydantoin). Yield: 37.3%. Reaction SMILES: [C:1]1([NH:7][CH2:8][C:9]([OH:11])=O)[CH:6]=[CH:5][CH:4]=[CH:3][CH:2]=1.[C:12]1([N:18]=[C:19]=[S:20])[CH:17]=[CH:16][CH:15]=[CH:14][CH:13]=1>>[C:1]1([N:7]2[CH2:8][C:9](=[O:11])[N:18]([C:12]3[CH:17]=[CH:16][CH:15]=[CH:14][CH:13]=3)[C:19]2=[S:20])[CH:2]=[CH:3][CH:4]=[CH:5][CH:6]=1. Procedure: A mixture of N-phenyl glycine (7.5 gram, 0.05 mole) and phenylisothiocyanate (8 grams, 0.06 mole) was heated at 150° C. for 3 hours with stirring. The reaction mixture solidified, was ground up, and crystallized from toluene, twice, to produce 5 grams (37% yield) of the above-identified product having a melting point of about 214° C.